Dataset: the Open Reaction Database (ORD), a public repository of structured organic reaction records. Task: describe an organic reaction: reactants, conditions, products, and yield Yield: 29.5%. Procedure details: To a stirred suspension of LiAH4 (285 mg, 7.52 mmol) in diethylether (10 mL) at 0° C. was added a solution of 4-cyanobenzyl alcohol (0.5 g, 3.76 mmol) in diethylether (5 mL) over 15 min. The grey reaction mixture was heated to reflux for 3 h. After cooling to r.t., the mixture was treated successively with water (1 mL), 2M NaOH (2 mL) and water (2 mL) under vigorous stirring. The resulting white slurry was filtered and washed with CH2Cl2 (20 mL). Extraction with additional CH2Cl2 (20 mL) and n-b... Reaction SMILES: [C:1]([C:3]1[CH:10]=[CH:9][C:6]([CH2:7][OH:8])=[CH:5][CH:4]=1)#[N:2].O.[OH-].[Na+]>C(OCC)C>[NH2:2][CH2:1][C:3]1[CH:10]=[CH:9][C:6]([CH2:7][OH:8])=[CH:5][CH:4]=1 |f:2.3|. Starting materials: O (water), [OH-].[Na+] (NaOH), O (water), C(#N)C1=CC=C(CO)C=C1 (4-cyanobenzyl alcohol). Run in C(C)OCC (diethylether), C(C)OCC (diethylether). The product is NCC1=CC=C(CO)C=C1 (4-(aminomethyl)benzylalcohol). The reactants are CO, [N-]=[N+]=NCC(=O)Nc1ccc(Oc2ccc3c(c2)CCC(c2ccccc2)O3)nc1. The product is NCC(=O)Nc1ccc(Oc2ccc3c(c2)CCC(c2ccccc2)O3)nc1. As a reaction SMILES: [CH3:31][OH:32].[N:1](=[N+:2]=[N-:3])[CH2:4][C:5](=[O:6])[NH:7][c:8]1[cH:9][n:10][c:11]([O:14][c:15]2[cH:16][c:17]3[c:22]([cH:23][cH:24]2)[O:21][CH:20]([c:25]2[cH:26][cH:27][cH:28][cH:29][cH:30]2)[CH2:19][CH2:18]3)[cH:12][cH:13]1>>[NH2:1][CH2:4][C:5](=[O:6])[NH:7][c:8]1[cH:9][n:10][c:11]([O:14][c:15]2[cH:16][c:17]3[c:22]([cH:23][cH:24]2)[O:21][CH:20]([c:25]2[cH:26][cH:27][cH:28][cH:29][cH:30]2)[CH2:19][CH2:18]3)[cH:12][cH:13]1.